This data is from the Open Reaction Database (ORD), a public repository of structured organic reaction records. The task is: describe an organic reaction: reactants, conditions, products, and yield The reactants are BrC=1C=C2C(=C(C=NC2=CC1)C(C)=O)Cl (1-(6-bromo-4-chloroquinolin-3-yl)ethanone), Cl.Cl.CN(C1CCC2=CC(=CC=C12)N)C (N1,N1-dimethyl-2,3-dihydro-1H-indene-1,5-diamine dihydrochloride). Yields the product BrC=1C=C2C(=C(C=NC2=CC1)C(C)=O)NC=1C=C2CCC(C2=CC1)N(C)C (1-(6-bromo-4-((1-(dimethylamino)-2,3-dihydro-1H-inden-5-yl)amino)quinolin-3-yl)ethanone). The yield is 5.5%. RXN SMILES: [Br:1][C:2]1[CH:3]=[C:4]2[C:9](=[CH:10][CH:11]=1)[N:8]=[CH:7][C:6]([C:12](=[O:14])[CH3:13])=[C:5]2Cl.Cl.Cl.[CH3:18][N:19]([CH3:30])[CH:20]1[C:28]2[C:23](=[CH:24][C:25]([NH2:29])=[CH:26][CH:27]=2)[CH2:22][CH2:21]1>>[Br:1][C:2]1[CH:3]=[C:4]2[C:9](=[CH:10][CH:11]=1)[N:8]=[CH:7][C:6]([C:12](=[O:14])[CH3:13])=[C:5]2[NH:29][C:25]1[CH:24]=[C:23]2[C:28](=[CH:27][CH:26]=1)[CH:20]([N:19]([CH3:30])[CH3:18])[CH2:21][CH2:22]2 |f:1.2.3|. Reported procedure: Following general procedure C, 1-(6-bromo-4-chloroquinolin-3-yl)ethanone (256 mg, 0.90 mmol) was reacted with N1,N1-dimethyl-2,3-dihydro-1H-indene-1,5-diamine dihydrochloride (0.814 mmol) to afford the desired product (19 mg, 5.5%) as a yellow-brown solid. ESI MS m/z 424 [C22H22BrN3O+H]+ The reactants are CC#N, ON=Cc1cc(Cl)ncc1Cl, [K+], [K+], O=C([O-])[O-], O=P(Cl)(Cl)Cl. Yields the product N#Cc1cc(Cl)ncc1Cl. RXN SMILES: [CH3:23][C:24]#[N:25].[Cl:6][c:7]1[n:8][cH:9][c:10]([Cl:16])[c:11]([CH:13]=[N:14][OH:15])[cH:12]1.[K+:17].[K+:18].[O-:19][C:20]([O-:21])=[O:22].[P:1]([Cl:2])([Cl:3])([Cl:4])=[O:5]>>[Cl:6][c:7]1[n:8][cH:9][c:10]([Cl:16])[c:11]([C:13]#[N:14])[cH:12]1. Reactants: ClC1=NC=2C=CC=C3CCCN1C23 (2-chloro-5,6-dihydro-4H-imidazo [4,5,1-ij]quinoline), N1CCOCC1 (morpholine). Solvent: C([O-])(O)=O.[Na+] (sodium bicarbonate), O (water). Conditions: time 1 hour. The product is N1(CCOCC1)C1=NC=2C=CC=C3CCCN1C23 (5,6-Dihydro-2-(4-morpholinyl)-4H-imidazo[4,5,1-ij]quinoline). Yield: 67.0%. As a reaction SMILES: Cl[C:2]1[N:12]2[C:13]3[C:8]([CH2:9][CH2:10][CH2:11]2)=[CH:7][CH:6]=[CH:5][C:4]=3[N:3]=1.[NH:14]1[CH2:19][CH2:18][O:17][CH2:16][CH2:15]1>C(=O)(O)[O-].[Na+].O>[N:14]1([C:2]2[N:12]3[C:13]4[C:8]([CH2:9][CH2:10][CH2:11]3)=[CH:7][CH:6]=[CH:5][C:4]=4[N:3]=2)[CH2:19][CH2:18][O:17][CH2:16][CH2:15]1 |f:2.3|. Reported procedure: A solution of 2-chloro-5,6-dihydro-4H-imidazo [4,5,1-ij]quinoline (2.50 g) in morpholine (15 ml) was heated under reflux, under nitrogen, with stirring. After one hr, the solution was diluted with sodium bicarbonate solution (100 ml) and water (100 ml). The aqueous solution was extracted with chloroform. The organic phase was dried over anhydrous magnesium sulfate and concentrated. The residue was purified by high performance liquid chromatography (silica gel; ethyl acetate). The appropriate fra... The reactants are ClC1=CC=C(NCC2=CC=C(OC(C(=O)OCC)(C)C)C=C2)C=C1 (ethyl 2-[4-(4-chloroanilinomethyl)phenoxy]-2-methylpropionate), aqueous solution, [OH-].[Na+] (sodium hydroxide). The solvent is C(C)O (ethanol). Reaction conditions: temperature 70 celsius, time 50 minute. Product: ClC1=CC=C(NCC2=CC=C(OC(C(=O)O)(C)C)C=C2)C=C1 (2-[4-(4-chloroanilinomethyl)phenoxy]-2-methylpropionic acid). Yield: 99.2%. As a reaction SMILES: [Cl:1][C:2]1[CH:24]=[CH:23][C:5]([NH:6][CH2:7][C:8]2[CH:22]=[CH:21][C:11]([O:12][C:13]([CH3:20])([CH3:19])[C:14]([O:16]CC)=[O:15])=[CH:10][CH:9]=2)=[CH:4][CH:3]=1.[OH-].[Na+]>C(O)C>[Cl:1][C:2]1[CH:3]=[CH:4][C:5]([NH:6][CH2:7][C:8]2[CH:9]=[CH:10][C:11]([O:12][C:13]([CH3:20])([CH3:19])[C:14]([OH:16])=[O:15])=[CH:21][CH:22]=2)=[CH:23][CH:24]=1 |f:1.2|. Reported procedure: A mixture of 6.14 g of ethyl 2-[4-(4-chloroanilinomethyl)phenoxy]-2-methylpropionate, 130 ml of 95% ethanol and 52 ml of 1 N aqueous solution of sodium hydroxide is stirred at 70° C. for 50 minutes. After concentrating the reaction mixture under reduced pressure, the residue is dissolved in water and the solution is washed with ether five times. To the aqueous solution is added 55 ml of 1 N hydrochloric acid with cooling, and the precipitated crystals are extracted twice with ether. The extract ...